From a dataset of the Open Reaction Database (ORD), a public repository of structured organic reaction records. describe an organic reaction: reactants, conditions, products, and yield The reactants are FC1=CC2=C(C(=NO2)C2CCN(CC2)CCC(=O)OCC)C=C1 (ethyl 3-[4-(6-fluoro-1,2-benzisoxazol-3-yl)-1-piperidinyl]propionate), C[Mg]Br (methylmagnesium bromide), CCOC(=O)C (EtOAc), [NH4+].[Cl-] (NH4Cl). Run in O1CCCC1 (tetrahydrofuran), O1CCCC1 (THF). Run at time 16 hour. Yields the product C(\C=C\C(=O)O)(=O)O.FC1=CC2=C(C(=NO2)C2CCN(CC2)CCC(C)(O)C)C=C1 (4-[4-(6-Fluoro-1,2-benzisoxazol-3-yl)-1-piperidinyl]-2-methyl-2-hydroxybutane fumarate). Reaction SMILES: [F:1][C:2]1[CH:23]=[CH:22][C:5]2[C:6]([CH:9]3[CH2:14][CH2:13][N:12]([CH2:15][CH2:16][C:17]([O:19]CC)=[O:18])[CH2:11][CH2:10]3)=[N:7][O:8][C:4]=2[CH:3]=1.[CH3:24][Mg]Br.[NH4+].[Cl-].CC[O:31][C:32]([CH3:34])=[O:33]>O1CCCC1>[C:32]([OH:33])(=[O:31])/[CH:15]=[CH:16]/[C:17]([OH:19])=[O:18].[F:1][C:2]1[CH:23]=[CH:22][C:5]2[C:6]([CH:9]3[CH2:14][CH2:13][N:12]([CH2:15][CH2:16][C:32]([CH3:34])([OH:33])[CH3:24])[CH2:11][CH2:10]3)=[N:7][O:8][C:4]=2[CH:3]=1 |f:2.3,6.7|. Procedure: To a solution of ethyl 3-[4-(6-fluoro-1,2-benzisoxazol-3-yl)-1-piperidinyl]propionate (3.21 g, 10 mmol) in tetrahydrofuran (THF, 100 ml), was added methylmagnesium bromide (10 ml, 30 mmol, 3M solution in ether) dropwise over 15 minutes at room temperature under N2. The resulting mixture was stirred for 16 hours. The mixture was slowly hydrolyzed with aqueous NH4Cl solution. The THF solution was diluted with EtOAc (300 ml), then was washed with water and brine. The organic solution was separated ... The reactants are FC1=C(C(=O)NC2=CC=C(C3=CC=CC=C23)S(=O)(=O)Cl)C(=CC=C1)C(F)(F)F (4-(2-fluoro-6-trifluoromethyl-benzoylamino)-naphthalene-1-sulfonyl chloride), N(=C=O)C(C)C (2-isocyanato-propane). Solvent: C(C)N(CC)CC (triethylamine). The product is C(CCC)(=O)N1CCC(CC1)NS(=O)(=O)C1=CC=C(C2=CC=CC=C12)NC(C1=C(C=CC=C1C(F)(F)F)F)=O (N-[4-(1-Butyryl-piperidin-4-ylsulfamoyl)-naphthalen-1-yl]-2-fluoro-6-trifluoromethyl-benzamide). Reaction SMILES: [F:1][C:2]1[CH:24]=[CH:23][CH:22]=[C:21]([C:25]([F:28])([F:27])[F:26])[C:3]=1[C:4]([NH:6][C:7]1[C:16]2[C:11](=[CH:12][CH:13]=[CH:14][CH:15]=2)[C:10]([S:17](Cl)(=[O:19])=[O:18])=[CH:9][CH:8]=1)=[O:5].[N:29]([CH:32]([CH3:34])C)=[C:30]=[O:31]>C(N(CC)CC)C>[C:30]([N:29]1[CH2:32][CH2:34][CH:4]([NH:6][S:17]([C:10]2[C:11]3[C:16](=[CH:15][CH:14]=[CH:13][CH:12]=3)[C:7]([NH:6][C:4](=[O:5])[C:3]3[C:21]([C:25]([F:28])([F:27])[F:26])=[CH:22][CH:23]=[CH:24][C:2]=3[F:1])=[CH:8][CH:9]=2)(=[O:19])=[O:18])[CH2:3][CH2:2]1)(=[O:31])[CH2:8][CH2:7][CH3:16]. Procedure details: The title compound was prepared following the general procedure in Scheme 5, beginning with 4-(2-fluoro-6-trifluoromethyl-benzoylamino)-naphthalene-1-sulfonyl chloride and substituting butyric chloride and triethylamine for 2-isocyanato-propane. 1H NMR (300 MHz, DMSO) δ 11.12 (s, 1H), 8.71 (m, 1H), 8.26 (m, 2H), 8.13 (m, 1H), 7.98 (d, 1H), 7.79 (m, 6H), 4.01 (d, 1H), 3.60 (d, 1H), 2.93 (t, 1H), 2.59 (m, 2H), 2.15 (t, 2H), 1.45 (m, 2H), 1.43 (q, 2H), 1.17 (m, 2H), 0.81 (t, 3H). LC/MS m/z 514 (M−H... The reactants are C(C)OC(=O)C1=C(N(C2=CC=C(C=C12)O)C1=CC=C(C=C1)C(C)C)CC(=O)OCC (2-Ethoxycarbonylmethyl-1-(4-isopropylphenyl)-5-hydroxyindole-3-carboxylic acid ethyl ester), FC(C=1C=C(C=CC1)B(O)O)(F)F (3-trifluoromethylphenylboronic acid). The solvent is N1=CC=CC=C1 (pyridine). Yields the product C(C)OC(=O)C1=C(N(C2=CC=C(C=C12)OC1=CC(=CC=C1)C(F)(F)F)C1=CC=C(C=C1)C(C)C)CC(=O)OCC (2-Ethoxycarbonylmethyl-1-(4-isopropylphenyl)-5-(3-trifluoromethylphenoxy)indole-3-carboxylic acid ethyl ester). As a reaction SMILES: [CH2:1]([O:3][C:4]([C:6]1[C:14]2[C:9](=[CH:10][CH:11]=[C:12]([OH:15])[CH:13]=2)[N:8]([C:16]2[CH:21]=[CH:20][C:19]([CH:22]([CH3:24])[CH3:23])=[CH:18][CH:17]=2)[C:7]=1[CH2:25][C:26]([O:28][CH2:29][CH3:30])=[O:27])=[O:5])[CH3:2].[F:31][C:32]([F:43])([F:42])[C:33]1[CH:34]=[C:35](B(O)O)[CH:36]=[CH:37][CH:38]=1>N1C=CC=CC=1>[CH2:1]([O:3][C:4]([C:6]1[C:14]2[C:9](=[CH:10][CH:11]=[C:12]([O:15][C:37]3[CH:36]=[CH:35][CH:34]=[C:33]([C:32]([F:43])([F:42])[F:31])[CH:38]=3)[CH:13]=2)[N:8]([C:16]2[CH:17]=[CH:18][C:19]([CH:22]([CH3:24])[CH3:23])=[CH:20][CH:21]=2)[C:7]=1[CH2:25][C:26]([O:28][CH2:29][CH3:30])=[O:27])=[O:5])[CH3:2]. Procedure details: The sub-title compound was prepared in accordance with step (c) Example 1 from 2-ethoxycarbonylmethyl-5-hydroxy-1-(4-isopropylphenyl)indole-3-carboxylic acid ethyl ester (150 mg, 0.37 mmol, see step (b) Example 10) and 3-trifluoromethylphenylboronic acid (140 mg, 0.74 mmol), pyridine. Yield 130 mg (65%). Starting materials: CC1(CCC2=CC=C(C=C12)C1=CC=CC(=N1)N1CCNCC1)C (1-[6-(3,3-dimethylindan-5-yl)pyridin-2-yl]piperazine), C(C)(=O)OCCCCBr (bromobutyl acetate), C([O-])([O-])=O.[K+].[K+] (potassium carbonate). The product is CC1(CCC2=CC=C(C=C12)C1=CC=CC(=N1)N1CCN(CC1)CCCCOC(C)=O)C (Acetic acid 4-{4-[6-(3,3-dimethyl indan-5-yl)pyridin-2-yl]piperazin-1-yl}butyl ester). As a reaction SMILES: [CH3:1][C:2]1([CH3:23])[C:10]2[C:5](=[CH:6][CH:7]=[C:8]([C:11]3[N:16]=[C:15]([N:17]4[CH2:22][CH2:21][NH:20][CH2:19][CH2:18]4)[CH:14]=[CH:13][CH:12]=3)[CH:9]=2)[CH2:4][CH2:3]1.[C:24]([O:27][CH2:28][CH2:29][CH2:30][CH2:31]Br)(=[O:26])[CH3:25].C(=O)([O-])[O-].[K+].[K+]>>[CH3:1][C:2]1([CH3:23])[C:10]2[C:5](=[CH:6][CH:7]=[C:8]([C:11]3[N:16]=[C:15]([N:17]4[CH2:22][CH2:21][N:20]([CH2:31][CH2:30][CH2:29][CH2:28][O:27][C:24](=[O:26])[CH3:25])[CH2:19][CH2:18]4)[CH:14]=[CH:13][CH:12]=3)[CH:9]=2)[CH2:4][CH2:3]1 |f:2.3.4|. Reported procedure: The preparation is carried out analogously to FS401 starting from 142 mg (0.46 mmol) of 1-[6-(3,3-dimethylindan-5-yl)pyridin-2-yl]piperazine and 90 μl of bromobutyl acetate using 2 equiv. of potassium carbonate. Reactants: O=C([O-])O, CN(C)Sc1nc2ccccc2s1, [O-]Cl, [Na+], [Na+], [Na+], [Na+], [O-]Cl, O=C([O-])[O-], O. The product is CN(C)S(=O)c1nc2ccccc2s1. Reaction SMILES: [C:7](=[O:8])([OH:9])[O-:10].[CH3:12][N:13]([S:14][c:15]1[s:16][c:17]2[c:18]([n:19]1)[cH:20][cH:21][cH:22][cH:23]2)[CH3:24].[Cl:25][O-:26].[Na+:11].[Na+:1].[Na+:27].[Na+:2].[O-:28][Cl:29].[O-:3][C:4](=[O:5])[O-:6].[OH2:30]>>[CH3:12][N:13]([S:14]([c:15]1[s:16][c:17]2[c:18]([n:19]1)[cH:20][cH:21][cH:22][cH:23]2)=[O:26])[CH3:24].